Task: describe an organic reaction: reactants, conditions, products, and yield. Dataset: the Open Reaction Database (ORD), a public repository of structured organic reaction records The reactants are C(C)N1C=C(C(C2=CC(=C(C=C12)F)F)=O)C(=O)O (1-ethyl-6,7-difluoro-1,4-dihydro-4-oxo-3-quinoline-carboxylic acid), [C@@H]1([C@H](CCC1)N)N (cis-1,2-cyclopentanediamine). The solvent is N1=CC=CC=C1 (pyridine). Yields the product N[C@@H]1[C@@H](CCC1)NC1=C(C=C2C(C(=CN(C2=C1)CC)C(=O)O)=O)F (Cis-7-[(2-Aminocyclopentyl)amino]-1-ethyl-6-fluoro-1,4-dihydro-4-oxo-3-quinolinecarboxylic acid). Isolated yield 63.3%. Reaction SMILES: [CH2:1]([N:3]1[C:12]2[C:7](=[CH:8][C:9]([F:14])=[C:10](F)[CH:11]=2)[C:6](=[O:15])[C:5]([C:16]([OH:18])=[O:17])=[CH:4]1)[CH3:2].[C@@H:19]1([NH2:25])[CH2:23][CH2:22][CH2:21][C@@H:20]1[NH2:24]>N1C=CC=CC=1>[NH2:24][C@H:20]1[CH2:21][CH2:22][CH2:23][C@H:19]1[NH:25][C:10]1[CH:11]=[C:12]2[C:7]([C:6](=[O:15])[C:5]([C:16]([OH:18])=[O:17])=[CH:4][N:3]2[CH2:1][CH3:2])=[CH:8][C:9]=1[F:14]. Procedure: The procedure of Example 1 was followed using 0.6 g of 1-ethyl-6,7-difluoro-1,4-dihydro-4-oxo-3-quinoline-carboxylic acid and 1.0 g of cis-1,2-cyclopentanediamine in 4 ml of pyridine, giving 0.5 g of the desired product, m.p. 233°-235° C. Reactants: ClC=1C=C(C=CC1Cl)C1(CCC1)C(C)N (1-[1-(3,4-Dichlorophenyl)cyclobutyl]ethylamine). Solvent: CC(C)O (propan-2-ol). Product: Cl.ClC=1C=C(C=CC1Cl)C1(CCC1)C(C)N (1-[1-(3,4-dichlorophenyl)cyclobutyl]ethylamine hydrochloride). Reaction SMILES: [Cl:1][C:2]1[CH:3]=[C:4]([C:9]2([CH:13]([NH2:15])[CH3:14])[CH2:12][CH2:11][CH2:10]2)[CH:5]=[CH:6][C:7]=1[Cl:8]>CC(O)C>[ClH:1].[Cl:1][C:2]1[CH:3]=[C:4]([C:9]2([CH:13]([NH2:15])[CH3:14])[CH2:12][CH2:11][CH2:10]2)[CH:5]=[CH:6][C:7]=1[Cl:8] |f:2.3|. Procedure details: 1-Acetyl-1-(3,4-dichlorophenyl)cyclobutane (9.1 g) prepared as above, formamide (6.5 ml) and 98% formic acid (3 ml) were heated at 180° C. for sixteen hours to give N-formyl-1-[1-(3,4-dichlorophenyl)cyclobutyl]ethylamine. Concentrated hydrochloric acid (20 ml) was added and the mixture heated under reflux for three hours. The solution was then cooled, washed with ether and sodium hydroxide solution added. The product was extracted with ether, and the ether extract washed with water, dried and ev... Starting materials: COCC(=O)OC1(CCN(C)CCCc2nc3ccccc3[nH]2)CCc2cc(F)ccc2C1C(C)C, [Ca], Cc1ccc(S(=O)(=O)OCCC2(O)CCc3cc(F)ccc3C2C(C)C)cc1, CNCCCc1nc2ccccc2[nH]1. RXN SMILES: [CH3:2][O:3][CH2:4][C:5](=[O:6])[O:7][C:8]1([CH2:22][CH2:23][N:24]([CH3:25])[CH2:26][CH2:27][CH2:28][c:29]2[n:30][c:31]3[c:32]([nH:33]2)[cH:34][cH:35][cH:36][cH:37]3)[CH:9]([CH:19]([CH3:20])[CH3:21])[c:10]2[cH:11][cH:12][c:13]([F:18])[cH:14][c:15]2[CH2:16][CH2:17]1.[Ca:1].[F:38][c:39]1[cH:40][c:41]2[c:42]([cH:43][cH:44]1)[CH:45]([CH:46]([CH3:47])[CH3:48])[C:49]([CH2:50][CH2:51][O:52][S:53]([c:54]1[cH:55][cH:56][c:57]([CH3:58])[cH:59][cH:60]1)(=[O:61])=[O:62])([OH:63])[CH2:64][CH2:65]2.[nH:66]1[c:67]2[cH:68][cH:69][cH:70][cH:71][c:72]2[n:73][c:74]1[CH2:75][CH2:76][CH2:77][NH:78][CH3:79]>>[OH:7][C:8]1([CH2:22][CH2:23][N:24]([CH3:25])[CH2:26][CH2:27][CH2:28][c:29]2[nH:30][c:31]3[c:32]([n:33]2)[cH:34][cH:35][cH:36][cH:37]3)[CH:9]([CH:19]([CH3:20])[CH3:21])[c:10]2[cH:11][cH:12][c:13]([F:18])[cH:14][c:15]2[CH2:16][CH2:17]1. The product is CC(C)C1c2ccc(F)cc2CCC1(O)CCN(C)CCCc1nc2ccccc2[nH]1. Reactants: CCNCC, O=C(O)C(Cc1ccccc1)C(=O)O, CCOC(C)=O, Cl, O. Yields the product C=C(Cc1ccccc1)C(=O)O. As a reaction SMILES: [CH2:15]([NH:16][CH2:17][CH3:18])[CH3:19].[CH2:1]([c:2]1[cH:3][cH:4][cH:5][cH:6][cH:7]1)[CH:8]([C:9](=[O:10])[OH:11])[C:12]([OH:13])=[O:14].[CH3:22][CH2:23][O:24][C:25](=[O:26])[CH3:27].[ClH:21].[OH2:20]>>[CH2:1]([c:2]1[cH:3][cH:4][cH:5][cH:6][cH:7]1)[C:8]([C:9](=[O:10])[OH:11])=[CH2:12]. Reactants: N1C=C(C2=CC=CC=C12)C=O (1H-indole-3-carboxaldehyde), [H-].[Na+] (sodium hydride), C1(=CC=CC=C1)S(=O)(=O)Cl (benzene sulfonyl chloride). The solvent is CN(C)C=O (DMF). Conditions: time 30 minute. The product is C1(=CC=CC=C1)S(=O)(=O)N1C=C(C2=CC=CC=C12)C=O (1-Benzenesulfonyl-1H-indole-3-carboxaldehyde). Reaction SMILES: [NH:1]1[C:9]2[C:4](=[CH:5][CH:6]=[CH:7][CH:8]=2)[C:3]([CH:10]=[O:11])=[CH:2]1.[H-].[Na+].[C:14]1([S:20](Cl)(=[O:22])=[O:21])[CH:19]=[CH:18][CH:17]=[CH:16][CH:15]=1>CN(C=O)C>[C:14]1([S:20]([N:1]2[C:9]3[C:4](=[CH:5][CH:6]=[CH:7][CH:8]=3)[C:3]([CH:10]=[O:11])=[CH:2]2)(=[O:22])=[O:21])[CH:19]=[CH:18][CH:17]=[CH:16][CH:15]=1 |f:1.2|. Procedure: A stirred solution of 1H-indole-3-carboxaldehyde (1 g, 6.89 mmol), in DMF (25 mL) was treated with sodium hydride (0.357 g, 60% in mineral oil, 8.95 mmol) under nitrogen at room temperature, stirred for 30 minutes, treated with benzene sulfonyl chloride (1.09 mL, 8.25 mmol), stirred at room temperature for 3-5 hrs. After the completion of reaction (T. L. C.), the reaction mixture was quenched with 25 mL ice-cold water and diluted with 25 mL ethyl acetate. The organic phase was separated, washed ...